This data is from the Open Reaction Database (ORD), a public repository of structured organic reaction records. The task is: describe an organic reaction: reactants, conditions, products, and yield Starting materials: CC(C)(C)OC(=O)N1CCC(O)CC1, CO, CC#N, Clc1ccnc2ccc(I)cc12, ClCCl. The product is CC(C)(C)OC(=O)N1CCC(Oc2ccnc3ccc(I)cc23)CC1. As a reaction SMILES: [C:13]([CH3:14])([CH3:15])([CH3:16])[O:17][C:18](=[O:19])[N:20]1[CH2:21][CH2:22][CH:23]([OH:26])[CH2:24][CH2:25]1.[CH3:27][OH:28].[CH3:29][C:30]#[N:31].[Cl:1][c:2]1[cH:3][cH:4][n:5][c:6]2[cH:7][cH:8][c:9]([I:12])[cH:10][c:11]12.[Cl:32][CH2:33][Cl:34]>>[c:2]1([O:26][CH:23]2[CH2:22][CH2:21][N:20]([C:18]([O:17][C:13]([CH3:14])([CH3:15])[CH3:16])=[O:19])[CH2:25][CH2:24]2)[cH:3][cH:4][n:5][c:6]2[cH:7][cH:8][c:9]([I:12])[cH:10][c:11]12. Starting materials: CC(C)(C)OC(=O)CBr, O=C([O-])[O-], O=C(Nc1ccc(O)cc1)OCc1ccccc1, CC(C)=O, [K+], [K+]. Product: CC(C)(C)OC(=O)COc1ccc(NC(=O)OCc2ccccc2)cc1. RXN SMILES: [Br:1][CH2:2][C:3](=[O:4])[O:5][C:6]([CH3:7])([CH3:8])[CH3:9].[C:28](=[O:29])([O-:30])[O-:31].[CH2:10]([c:11]1[cH:12][cH:13][cH:14][cH:15][cH:16]1)[O:17][C:18](=[O:19])[NH:20][c:21]1[cH:22][cH:23][c:24]([OH:27])[cH:25][cH:26]1.[CH3:34][C:35](=[O:36])[CH3:37].[K+:32].[K+:33]>>[CH2:2]([C:3](=[O:4])[O:5][C:6]([CH3:7])([CH3:8])[CH3:9])[O:27][c:24]1[cH:23][cH:22][c:21]([NH:20][C:18]([O:17][CH2:10][c:11]2[cH:12][cH:13][cH:14][cH:15][cH:16]2)=[O:19])[cH:26][cH:25]1.